Dataset: the Open Reaction Database (ORD), a public repository of structured organic reaction records. Task: describe an organic reaction: reactants, conditions, products, and yield Reactants: BrC=1C=C(N(C1)COCC[Si](C)(C)C)/C=C/C(=O)OCC (ethyl (2E)-3-(4-bromo-1-((2-(trimethylsilyl)ethoxy)methyl)-1H-pyrrol-2-yl)acrylate), [F-].C(CCC)[N+](CCCC)(CCCC)CCCC (tetra-n-butylammonium fluoride). The solvent is COCCOC (DME), C(C)(=O)OCC (ethyl acetate). Conditions: temperature 85 celsius, time 2.5 hour. Yields the product BrC=1C=C(NC1)/C=C/C(=O)OCC (ethyl (2E)-3-(4-bromo-1H-pyrrol-2-yl)acrylate). Yield: 78.2%. RXN SMILES: [Br:1][C:2]1[CH:3]=[C:4](/[CH:15]=[CH:16]/[C:17]([O:19][CH2:20][CH3:21])=[O:18])[N:5](COCC[Si](C)(C)C)[CH:6]=1.[F-].C([N+](CCCC)(CCCC)CCCC)CCC>COCCOC.C(OCC)(=O)C>[Br:1][C:2]1[CH:3]=[C:4](/[CH:15]=[CH:16]/[C:17]([O:19][CH2:20][CH3:21])=[O:18])[NH:5][CH:6]=1 |f:1.2|. Procedure details: A mixture of ethyl (2E)-3-(4-bromo-1-((2-(trimethylsilyl)ethoxy)methyl)-1H-pyrrol-2-yl)acrylate (200 mg) obtained in Step C of Example 7 and tetra-n-butylammonium fluoride (698 mg) in DME (2 mL) was stirred at 85° C. for 2.5 hr. The reaction mixture was diluted with ethyl acetate, and the mixture was washed with water and saturated brine, dried over anhydrous sodium sulfate, and concentrated under reduced pressure. The residue was purified by silica gel column chromatography (ethyl acetate/hexan... Starting materials: ClC1=CC=C(C=C1)S(=O)(=O)C1=CC=C(C=C1)O (4-(4-chloro-benzenesulfonyl)-phenol), CN(C(=O)Cl)C1=CC=CC=C1 (N-methyl-N-phenylcarbamoyl chloride), crude product. Product: ClC1=CC=C(C=C1)S(=O)(=O)C1=CC=C(C=C1)OC(N(C1=CC=CC=C1)C)=O (Methyl-phenyl-carbamic acid 4-(4-chloro-benzenesulfonyl)-phenyl ester). RXN SMILES: [Cl:1][C:2]1[CH:7]=[CH:6][C:5]([S:8]([C:11]2[CH:16]=[CH:15][C:14]([OH:17])=[CH:13][CH:12]=2)(=[O:10])=[O:9])=[CH:4][CH:3]=1.[CH3:18][N:19]([C:23]1[CH:28]=[CH:27][CH:26]=[CH:25][CH:24]=1)[C:20](Cl)=[O:21]>>[Cl:1][C:2]1[CH:7]=[CH:6][C:5]([S:8]([C:11]2[CH:16]=[CH:15][C:14]([O:17][C:20](=[O:21])[N:19]([CH3:18])[C:23]3[CH:28]=[CH:27][CH:26]=[CH:25][CH:24]=3)=[CH:13][CH:12]=2)(=[O:10])=[O:9])=[CH:4][CH:3]=1. Reported procedure: The title compound was prepared from 4-(4-chloro-benzenesulfonyl)-phenol and N-methyl-N-phenylcarbamoyl chloride. The crude product was subjected to preparative HPLC (46%, colourless oil). HPLC-MS m/z=402.1(M+1), Rt: 4.65 min. The reactants are [H-].[Na+] (Sodium hydride), ClC1=CC=C2C(=NNC2=C1)C=1N=C2C(=NC1)N(C=C2C(=O)NC(C)C)COCC[Si](C)(C)C (2-(6-Chloro-1H-indazol-3-yl)-N-isopropyl-5-((2-(trimethylsilyl)ethoxy)methyl)-5H-pyrrolo[2,3-b]pyrazine-7-carboxamide), C(C1=CC=CC=C1)Br (Benzyl bromide). The solvent is O (water), CN(C)C=O (DMF). Reaction conditions: temperature 0 celsius, time 30 minute. The product is C(C1=CC=CC=C1)N1N=C(C2=CC=C(C=C12)Cl)C=1N=C2C(=NC1)N(C=C2C(=O)NC(C)C)COCC[Si](C)(C)C (2-(1-benzyl-6-chloro-1H-indazol-3-yl)-N-isopropyl-5-((2-(trimethylsilyl)ethoxy)methyl)-5H-pyrrolo[2,3-b]pyrazine-7-carboxamide). Isolated yield 61.1%. RXN SMILES: [Cl:1][C:2]1[CH:10]=[C:9]2[C:5]([C:6]([C:11]3[N:12]=[C:13]4[C:19]([C:20]([NH:22][CH:23]([CH3:25])[CH3:24])=[O:21])=[CH:18][N:17]([CH2:26][O:27][CH2:28][CH2:29][Si:30]([CH3:33])([CH3:32])[CH3:31])[C:14]4=[N:15][CH:16]=3)=[N:7][NH:8]2)=[CH:4][CH:3]=1.[H-].[Na+].[CH2:36](Br)[C:37]1[CH:42]=[CH:41][CH:40]=[CH:39][CH:38]=1>CN(C=O)C.O>[CH2:36]([N:8]1[C:9]2[C:5](=[CH:4][CH:3]=[C:2]([Cl:1])[CH:10]=2)[C:6]([C:11]2[N:12]=[C:13]3[C:19]([C:20]([NH:22][CH:23]([CH3:25])[CH3:24])=[O:21])=[CH:18][N:17]([CH2:26][O:27][CH2:28][CH2:29][Si:30]([CH3:31])([CH3:33])[CH3:32])[C:14]3=[N:15][CH:16]=2)=[N:7]1)[C:37]1[CH:42]=[CH:41][CH:40]=[CH:39][CH:38]=1 |f:1.2|. Reported procedure: 2-(6-Chloro-1H-indazol-3-yl)-N-isopropyl-5-((2-(trimethylsilyl)ethoxy)methyl)-5H-pyrrolo[2,3-b]pyrazine-7-carboxamide (120 mg, 247 μmol) was dissolved in DMF (1 mL) and cooled to 0° C. Sodium hydride (12.9 mg, 322 μmol) was added and the mixture was stirred for 30 min. Benzyl bromide (63.5 mg, 44.1 μL, 371 μmol) was added and the mixture was warmed to 20° C. After 15 h the mixture was diluted with water and extracted with ethyl acetate. The organic extracts were washed with brine, dried over anh... Starting materials: O=O (O2), C\C(=C/CO)\CCC=C(C)C ((E)-3,7-dimethylocta-2,6-dien-1-ol). The reagents and catalysts are catalyst. Solvent: CO (methanol). The product is C[C@@H](CCO)CCC=C(C)C ((R)-3,7-dimethyloct-6-en-1-ol). Yield: 97.9%. As a reaction SMILES: O=O.[CH3:3]/[C:4](/[CH2:8][CH2:9][CH:10]=[C:11]([CH3:13])[CH3:12])=[CH:5]\[CH2:6][OH:7]>CO>[CH3:3][C@H:4]([CH2:8][CH2:9][CH:10]=[C:11]([CH3:12])[CH3:13])[CH2:5][CH2:6][OH:7]. Procedure details: A 500 ml autoclave was charged in a glove box (O2 content <1 ppm) with 24.0 g (155.6 mmol) of (E)-3,7-dimethylocta-2,6-dien-1-ol, 22 ml of methanol and 100 ml of catalyst solution. This mixture was hydrogenated at 20°, a constant pressure of 60 bar H2 and while stirring intensively. The conversion was 100% after 48 hours. The pale yellow hydrogenation solution was rinsed from the autoclave and evaporated on a rotary evaporator at 60°/17 mbar. The residue was distilled at 65%/0.01 mbar. There wer... Reactants: [H-].[Na+] (NaH), ClC=1C(=C2C=C(NC2=CC1)C)[N+](=O)[O-] (5-Chloro-2-methyl-4-nitro-1H-indole), ClC(=O)OC (Methyl chloroformate). Solvent: CN(C)C=O (DMF). Run at time 1 hour. Yields the product COC(=O)N1C(=CC2=C(C(=CC=C12)Cl)[N+](=O)[O-])C (5-Chloro-2-methyl-4-nitro-indole-1-carboxylic acid methyl ester). As a reaction SMILES: [Cl:1][C:2]1[C:3]([N+:12]([O-:14])=[O:13])=[C:4]2[C:8](=[CH:9][CH:10]=1)[NH:7][C:6]([CH3:11])=[CH:5]2.[H-].[Na+].Cl[C:18]([O:20][CH3:21])=[O:19]>CN(C=O)C>[CH3:21][O:20][C:18]([N:7]1[C:8]2[C:4](=[C:3]([N+:12]([O-:14])=[O:13])[C:2]([Cl:1])=[CH:10][CH:9]=2)[CH:5]=[C:6]1[CH3:11])=[O:19] |f:1.2|. Procedure details: 5-Chloro-2-methyl-4-nitro-1H-indole (1.62 g, 7.69 mmol) is dissolved under an atmosphere of argon in dry DMF (30 ml). After addition of a NaH suspension (60% in mineral oil, 369 mg, 9.22 mmol) the mixture is stirred for 1 hour at RT. Methyl chloroformate (0.72 ml, 9.22 mmol) is added slowly during 10 minutes, and the reaction mixture is stirred at RT for 1 hour to form a yellowish suspension. After filtration and drying, the title compound is obtained in pure form. 1H NMR (DMSO, 400 MHz) δ 2.53 ...